From a dataset of the Open Reaction Database (ORD), a public repository of structured organic reaction records. describe an organic reaction: reactants, conditions, products, and yield Starting materials: Cl.[N+](=O)([O-])C1=C(C(=CC=C1)CCN(CCC)CCC)CC(=O)O (2-nitro-6-(2-di-n-propylaminoethyl)-phenyl acetic acid hydrochloride). The reagents and catalysts are [Pd] (palladium-on-carbon). Solvent: C(C)O (ethanol). Conditions: time 5.5 hour. Product: Cl.C(CC)N(CCC1=C2CC(NC2=CC=C1)=O)CCC (4-(2-di-n-propylaminoethyl)-2(3H)-indolone hydrochloride). The yield is 77.5%. Reaction SMILES: [ClH:1].[N+:2]([C:5]1[CH:10]=[CH:9][CH:8]=[C:7]([CH2:11][CH2:12][N:13]([CH2:17][CH2:18][CH3:19])[CH2:14][CH2:15][CH3:16])[C:6]=1[CH2:20][C:21]([OH:23])=O)([O-])=O>C(O)C.[Pd]>[ClH:1].[CH2:14]([N:13]([CH2:17][CH2:18][CH3:19])[CH2:12][CH2:11][C:7]1[CH:8]=[CH:9][CH:10]=[C:5]2[C:6]=1[CH2:20][C:21](=[O:23])[NH:2]2)[CH2:15][CH3:16] |f:0.1,4.5|. Procedure: A mixture of 5.83 g (16.9 mmoles) of 2-nitro-6-(2-di-n-propylaminoethyl)-phenyl acetic acid hydrochloride and 0.6 g of 5% palladium-on-carbon in 250 cc of ethanol was hydrogenated at moderate pressure over 5.5 hours. The catalyst was filtered, washed with ethanol, and the filtrate evaporated to dryness in vacuo. The white residue was crystallized from 550 cc of hot acetonitrile to give 3.89 g of 4-(2-di-n-propylaminoethyl)-2(3H)-indolone hydrochloride, mp 240°-2°. The reactants are CC(C)(C)OC(=O)NCc1cccc2c1CN(Cc1ccccc1)C2, ClC(Cl)Cl, O=C(Cl)OCc1ccccc1, [Na+], [Na+], O=C([O-])[O-]. The product is CC(C)(C)OC(=O)NCc1cccc2c1CN(C(=O)OCc1ccccc1)C2. As a reaction SMILES: [CH2:1]([c:2]1[cH:3][cH:4][cH:5][cH:6][cH:7]1)[N:8]1[CH2:9][c:10]2[cH:11][cH:12][cH:13][c:14]([CH2:17][NH:18][C:19](=[O:20])[O:21][C:22]([CH3:23])([CH3:24])[CH3:25])[c:15]2[CH2:16]1.[CH:43]([Cl:44])([Cl:45])[Cl:46].[Cl:32][C:33](=[O:34])[O:35][CH2:36][c:37]1[cH:38][cH:39][cH:40][cH:41][cH:42]1.[Na+:26].[Na+:27].[O-:28][C:29](=[O:30])[O-:31]>>[N:8]1([C:33](=[O:34])[O:35][CH2:36][c:37]2[cH:38][cH:39][cH:40][cH:41][cH:42]2)[CH2:9][c:10]2[cH:11][cH:12][cH:13][c:14]([CH2:17][NH:18][C:19](=[O:20])[O:21][C:22]([CH3:23])([CH3:24])[CH3:25])[c:15]2[CH2:16]1. Reactants: BrC=1C=CC2=C(OCCC3=C2SC(=C3)C(NC3=C(C=CC=C3)Cl)=NN)C1 (8-bromo-N-(2-chlorophenyl)-4,5-dihydrobenzo[b]thieno[2,3-d]oxepine-2-carbohydrazonamide), N(=O)[O-].[Na+] (sodium nitrite), [OH-].[Na+] (sodium hydroxide), N(=O)[O-].[Na+] (sodium nitrite). The solvent is C(C)(=O)O (acetic acid), O (water). Reaction conditions: time 30 minute. Product: BrC=1C=CC2=C(OCCC3=C2SC(=C3)C3=NN=NN3C3=C(C=CC=C3)Cl)C1 (5-(8-bromo-4,5-dihydrobenzo[b]thieno[2,3-d]oxepin-2-yl)-1-(2-chlorophenyl)-1H-tetrazole). Yield: 72.3%. Reaction SMILES: [Br:1][C:2]1[CH:3]=[CH:4][C:5]2[C:11]3[S:12][C:13]([C:15](=[N:24][NH2:25])[NH:16][C:17]4[CH:22]=[CH:21][CH:20]=[CH:19][C:18]=4[Cl:23])=[CH:14][C:10]=3[CH2:9][CH2:8][O:7][C:6]=2[CH:26]=1.[N:27]([O-])=O.[Na+].[OH-].[Na+]>C(O)(=O)C.O>[Br:1][C:2]1[CH:3]=[CH:4][C:5]2[C:11]3[S:12][C:13]([C:15]4[N:16]([C:17]5[CH:22]=[CH:21][CH:20]=[CH:19][C:18]=5[Cl:23])[N:27]=[N:25][N:24]=4)=[CH:14][C:10]=3[CH2:9][CH2:8][O:7][C:6]=2[CH:26]=1 |f:1.2,3.4|. Reported procedure: A solution of crude 8-bromo-N-(2-chlorophenyl)-4,5-dihydrobenzo[b]thieno[2,3-d]oxepine-2-carbohydrazonamide (150 mg, 0.334 mmol) in acetic acid (0.5 mL) was treated with a solution of sodium nitrite (115 mg, 1.6 mmol) in water (0.5 mL) at 0° C. After 30 min, an additional 50 mg of sodium nitrite was added. After 10 min, 3 mL of 10% aqueous sodium hydroxide was added. The mixture was extracted with ethyl acetate and the organics dried over sodium sulfate and concentrated. The crude residue was pu...